Dataset: the Open Reaction Database (ORD), a public repository of structured organic reaction records. Task: describe an organic reaction: reactants, conditions, products, and yield Starting materials: O=C([O-])O, CC(=O)OC(C)=O, CCOC(C)=O, Nc1ncc(-c2ccc(O)cc2)nc1Cc1ccccc1, [Na+], c1ccncc1. Yields the product CC(=O)Oc1ccc(-c2cnc(N)c(Cc3ccccc3)n2)cc1. RXN SMILES: [C:29](=[O:30])([OH:31])[O-:32].[CH3:22][C:23](=[O:24])[O:25][C:26](=[O:27])[CH3:28].[CH3:34][CH2:35][O:36][C:37](=[O:38])[CH3:39].[NH2:1][c:2]1[n:3][cH:4][c:5](-[c:15]2[cH:16][cH:17][c:18]([OH:21])[cH:19][cH:20]2)[n:6][c:7]1[CH2:8][c:9]1[cH:10][cH:11][cH:12][cH:13][cH:14]1.[Na+:33].[cH:40]1[cH:41][cH:42][n:43][cH:44][cH:45]1>>[NH2:1][c:2]1[n:3][cH:4][c:5](-[c:15]2[cH:16][cH:17][c:18]([O:21][C:23]([CH3:22])=[O:24])[cH:19][cH:20]2)[n:6][c:7]1[CH2:8][c:9]1[cH:10][cH:11][cH:12][cH:13][cH:14]1. The reactants are CS(=O)(=O)Cl, CC(O)CNc1c(Cl)cccc1Cl, Cl, c1ccncc1. The product is CC(CNc1c(Cl)cccc1Cl)OS(C)(=O)=O. RXN SMILES: [CH3:15][S:16]([Cl:17])(=[O:18])=[O:19].[Cl:2][c:3]1[c:4]([NH:10][CH2:11][CH:12]([CH3:13])[OH:14])[c:5]([Cl:9])[cH:6][cH:7][cH:8]1.[ClH:1].[cH:20]1[cH:21][cH:22][n:23][cH:24][cH:25]1>>[Cl:2][c:3]1[c:4]([NH:10][CH2:11][CH:12]([CH3:13])[O:14][S:16]([CH3:15])(=[O:18])=[O:19])[c:5]([Cl:9])[cH:6][cH:7][cH:8]1. Starting materials: C1(=CC=CC=C1)P(C1=CC=CC=C1)C1=CC=CC=C1 (triphenylphosphine), C(Br)(Br)(Br)Br (carbon tetrabromide), [BH3-]C#N.[Na+] (NaCNBH3), C(C)OC(=O)C=1C(N(C=CC1C(=O)O)CC1=CC=CC=C1)=O (1-Benzyl-2-oxo-1,2-dihydro-pyridine-3,4-dicarboxylic acid 3-ethyl ester), P(=O)([O-])([O-])[O-] (phosphate), C(C(=O)Cl)(=O)Cl (Oxalyl chloride). The reagents and catalysts are CN(C)C=O (DMF). Solvent: C(Cl)Cl (CH2Cl2), C1CCOC1 (THF), C(Cl)Cl (CH2Cl2). Reaction conditions: time 3 hour. Yields the product C(C)OC(=O)C=1C(N(C=CC1CBr)CC1=CC=CC=C1)=O (1-Benzyl-4-bromomethyl-2-oxo-1,2-dihydro-pyridine-3-carboxylic acid ethyl ester). The yield is 41.1%. Reaction SMILES: [CH2:1]([O:3][C:4]([C:6]1[C:7](=[O:22])[N:8]([CH2:15][C:16]2[CH:21]=[CH:20][CH:19]=[CH:18][CH:17]=2)[CH:9]=[CH:10][C:11]=1[C:12](O)=O)=[O:5])[CH3:2].C(Cl)(=O)C(Cl)=O.[BH3-]C#N.[Na+].P([O-])([O-])([O-])=O.C1(P(C2C=CC=CC=2)C2C=CC=CC=2)C=CC=CC=1.C(Br)(Br)(Br)[Br:58]>C(Cl)Cl.CN(C=O)C.C1COCC1>[CH2:1]([O:3][C:4]([C:6]1[C:7](=[O:22])[N:8]([CH2:15][C:16]2[CH:21]=[CH:20][CH:19]=[CH:18][CH:17]=2)[CH:9]=[CH:10][C:11]=1[CH2:12][Br:58])=[O:5])[CH3:2] |f:2.3|. Procedure: 1-Benzyl-2-oxo-1,2-dihydro-pyridine-3,4-dicarboxylic acid 3-ethyl ester (1.8 g, 5.98 mmol) was dissolved in 50 mL of CH2Cl2. Oxalyl chloride (5.2 mL, 59.8 mmol) and DMF (2 drops) were added, and the mixture was stirred for 3 h. Solvent and excess oxalyl chloride were removed by evaporation in vacuo, and to the residue was added a solution of NaCNBH3 (750 mg, 12 mmol) in THF (40 mL). The resulting suspension was stirred at r.t. for 16 h. The reaction mixture was cooled in an ice bath, and then po... Reactants: solution, C(CCC)[Li] (n-butyl lithium), CCCCCC (hexane), C(CCC)[Li] (n-butyl lithium), CCCCCC (hexane), IC (Iodomethane), N(C1=CC=CC=C1)C1=NC=CC(=N1)C1=C(N=C(N1CC)C)C (2-Anilino-4-(1-ethyl-2,4dimethylimidazol-5-yl)pyrimidine). Solvent: O (water), C1CCOC1 (THF). Conditions: temperature -70 celsius, time 10 minute. The product is N(C1=CC=CC=C1)C1=NC=CC(=N1)C1=C(N=C(N1CC)CC)C (2-Anilino-4(1,2-diethyl-4-methlimidazol-5-yl)pyrimidine). Yield: 13.0%. RXN SMILES: [NH:1]([C:8]1[N:13]=[C:12]([C:14]2[N:18]([CH2:19][CH3:20])[C:17]([CH3:21])=[N:16][C:15]=2[CH3:22])[CH:11]=[CH:10][N:9]=1)[C:2]1[CH:7]=[CH:6][CH:5]=[CH:4][CH:3]=1.[CH2:23]([Li])CCC.CCCCCC.IC>C1COCC1.O>[NH:1]([C:8]1[N:13]=[C:12]([C:14]2[N:18]([CH2:19][CH3:20])[C:17]([CH2:21][CH3:23])=[N:16][C:15]=2[CH3:22])[CH:11]=[CH:10][N:9]=1)[C:2]1[CH:7]=[CH:6][CH:5]=[CH:4][CH:3]=1. Reported procedure: 2-Anilino4-(l-ethyl-2,4dimethylimidazol-5-yl)pyrimidine (Method 11; 200 mg, 0.68 mmol) was dissolved in anhydrous THF (10 ml) under an inert atmosphere. The stirring solution was cooled using dry-ice/acetone bath to −70° C. A 1.6 M solution of n-butyl lithium in hexane (900 μl, 1.44 mmol) was added drop-wise keeping temperature <−60° C. until the dark red colour remained. At this point 1.6 M n-butyl lithium in hexane (450 μl, 0.72 mmol) was added and the solution stirred at −70° C. for 10 minute... Starting materials: Cl (hydrochloric acid), S(=O)(=O)(OC)OC (dimethyl sulphate), [OH-].[Na+] (sodium hydroxide), mixture, CC1=C(C(=C(O1)C(=O)OC)O)O (methyl 5-methyl-3,4-dihydroxy-2-furoate), CC1=C(C(=C(O1)C(=O)OCC)O)O (ethyl 5-methyl-3,4-dihydroxy-2-furoate). The solvent is O (water). Reaction conditions: temperature 0 celsius, time 20 hour. Yields the product CC1OC(=C(C1=O)O)C (2,5-dimethyl-4-hydroxy-3[2H] furanone). Yield: 76.6%. RXN SMILES: [OH-].[Na+].[CH3:3][C:4]1[O:8][C:7]([C:9](OC)=O)=[C:6]([OH:13])[C:5]=1[OH:14].CC1OC(C(OCC)=O)=C(O)C=1O.S(OC)(OC)(=O)=O.Cl>O>[CH3:3][CH:4]1[C:5](=[O:14])[C:6]([OH:13])=[C:7]([CH3:9])[O:8]1 |f:0.1|. Procedure: A solution of 32 g of sodium hydroxide and 33 g of a mixture containing 37.1% of methyl 5-methyl-3,4-dihydroxy-2-furoate and 52.1% of ethyl 5-methyl-3,4-dihydroxy-2-furoate in 320 ml of water was allowed to stand at room temperature for 20 hours. To the resulting mixture is added at 0° C. in one hour 25.2 g of dimethyl sulphate followed by an additional stirring period of three hours at 0° C. The pH of the solution was adjusted to 6.5 by the addition of concentrated hydrochloric acid solution. E... Starting materials: CCCCc1noc(C)c1COc1ccc(C(=O)OC)nn1, Cc1ccccc1, CC(C)(O)CN. The product is CCCCc1noc(C)c1COc1ccc(C(=O)NCC(C)(C)O)nn1. Reaction SMILES: [CH3:1][O:2][C:3](=[O:4])[c:5]1[n:6][n:7][c:8]([O:11][CH2:12][c:13]2[c:14]([CH2:19][CH2:20][CH2:21][CH3:22])[n:15][o:16][c:17]2[CH3:18])[cH:9][cH:10]1.[CH3:29][c:30]1[cH:31][cH:32][cH:33][cH:34][cH:35]1.[NH2:23][CH2:24][C:25]([CH3:26])([OH:27])[CH3:28]>>[C:3](=[O:4])([c:5]1[n:6][n:7][c:8]([O:11][CH2:12][c:13]2[c:14]([CH2:19][CH2:20][CH2:21][CH3:22])[n:15][o:16][c:17]2[CH3:18])[cH:9][cH:10]1)[NH:23][CH2:24][C:25]([CH3:26])([OH:27])[CH3:28].